This data is from the Open Reaction Database (ORD), a public repository of structured organic reaction records. The task is: describe an organic reaction: reactants, conditions, products, and yield Reactants: NC1=CC=C2CCCN(C2=C1)C(C(F)(F)F)=O (7-amino-1-trifluoroacetyl-1,2,3,4-tetrahydroquinoline), CC1=C(C(=O)O)C=CC(=N1)C1=C(C=C(C=C1)F)F (2-methyl-6-(2,4-difluorophenyl)nicotinic acid), Cl (HCl). The product is FC1=C(C=CC(=C1)F)C1=NC(=C(C(=O)NC2=CC=C3CCCNC3=C2)C=C1)C (6-(2,4-Difluorophenyl)-2-methyl-N-(1,2,3,4-tetrahydroquinolin-7-yl)nicotinamide). RXN SMILES: [NH2:1][C:2]1[CH:11]=[C:10]2[C:5]([CH2:6][CH2:7][CH2:8][N:9]2C(=O)C(F)(F)F)=[CH:4][CH:3]=1.[CH3:18][C:19]1[N:27]=[C:26]([C:28]2[CH:33]=[CH:32][C:31]([F:34])=[CH:30][C:29]=2[F:35])[CH:25]=[CH:24][C:20]=1[C:21](O)=[O:22].Cl>>[F:35][C:29]1[CH:30]=[C:31]([F:34])[CH:32]=[CH:33][C:28]=1[C:26]1[CH:25]=[CH:24][C:20]([C:21]([NH:1][C:2]2[CH:11]=[C:10]3[C:5]([CH2:6][CH2:7][CH2:8][NH:9]3)=[CH:4][CH:3]=2)=[O:22])=[C:19]([CH3:18])[N:27]=1. Procedure details: Using the procedure outlined in Example 38, the title compound was prepared from 7-amino-1-trifluoroacetyl-1,2,3,4-tetrahydroquinoline (D5) (73 mg, 0.30 mmol) and 2-methyl-6-(2,4-difluorophenyl)nicotinic acid (D106) (82 mg, 0.33 mmol) then converted to the HCl salt as an off-white solid. 1H NMR (400 MHz, MeOH-d4) δ (ppm): 8.46 (d, 1H), 8.11 (d, 1H), 7.93-8.01 (m, 2H), 7.81 (d, 1H), 7.40 (d, 1H), 7.25 (m, 2H), 3.55 (m, 2H), 2.96 (t, 2H), 2.88 (s, 3H), 2.18 (m, 2H). RXN SMILES: [CH2:31]([Cl:32])[Cl:33].[Cl:1][c:2]1[cH:3][cH:4][c:5]2[cH:6][cH:7][c:8]([NH:12][CH:13]([CH2:14][C:15]([CH2:16][CH2:17][CH:18]([CH3:19])[CH3:20])=[O:21])[c:22]3[c:23]([C:24](=[O:25])[OH:26])[cH:27][cH:28][cH:29][cH:30]3)[n:9][c:10]2[n:11]1>>[Cl:1][c:2]1[cH:3][cH:4][c:5]2[cH:6][cH:7][c:8]([N:12]3[CH:13]([CH2:14][C:15]([CH2:16][CH2:17][CH:18]([CH3:19])[CH3:20])=[O:21])[c:22]4[c:23]([cH:27][cH:28][cH:29][cH:30]4)[C:24]3=[O:25])[n:9][c:10]2[n:11]1. Product: CC(C)CCC(=O)CC1c2ccccc2C(=O)N1c1ccc2ccc(Cl)nc2n1. The reactants are ClCCl, CC(C)CCC(=O)CC(Nc1ccc2ccc(Cl)nc2n1)c1ccccc1C(=O)O. Starting materials: OC1=CC=C2C(=CC=NC2=C1)OC1=CC2=C(C(=C(O2)C)C(=O)NC)C=C1 (6-[(7-hydroxyquinolin-4-yl)oxy]-N,2-dimethyl-1-benzofuran-3-carboxamide), BrCCCC(=O)OC (methyl 4-bromobutanoate), C(=O)([O-])[O-].[Cs+].[Cs+] (Cs2CO3), CC#N (CH3CN). The solvent is CN(C)C=O (DMF). Run at time 2 hour. The product is CC=1OC2=C(C1C(=O)NC)C=CC(=C2)OC2=CC=NC1=CC(=CC=C21)OCCCC(=O)O (4-{[4-({2-methyl-3-[(methylamino)carbonyl]-1-benzofuran-6-yl}oxy)quinolin-7-yl]oxy}butanoic acid). RXN SMILES: [OH:1][C:2]1[CH:11]=[C:10]2[C:5]([C:6]([O:12][C:13]3[CH:26]=[CH:25][C:16]4[C:17]([C:21]([NH:23][CH3:24])=[O:22])=[C:18]([CH3:20])[O:19][C:15]=4[CH:14]=3)=[CH:7][CH:8]=[N:9]2)=[CH:4][CH:3]=1.Br[CH2:28][CH2:29][CH2:30][C:31]([O:33]C)=[O:32].C([O-])([O-])=O.[Cs+].[Cs+].CC#N>CN(C=O)C>[CH3:20][C:18]1[O:19][C:15]2[CH:14]=[C:13]([O:12][C:6]3[C:5]4[C:10](=[CH:11][C:2]([O:1][CH2:28][CH2:29][CH2:30][C:31]([OH:33])=[O:32])=[CH:3][CH:4]=4)[N:9]=[CH:8][CH:7]=3)[CH:26]=[CH:25][C:16]=2[C:17]=1[C:21]([NH:23][CH3:24])=[O:22] |f:2.3.4|. Procedure: A solution of 6-[(7-hydroxyquinolin-4-yl)oxy]-N,2-dimethyl-1-benzofuran-3-carboxamide 119-A (200mg, 0.57 mmol), methyl 4-bromobutanoate (155mg, 0.85 mmol), and Cs2CO3 (433 mg, 1.14 mmol) in a mixed solvent of CH3CN (4 mL)/DMF(1 mL) was heated to 65° C. overnight. The reaction mixture was extracted with EtOAc, concentrated and dissolved in 5 mL of MeOH. To the solution was added 1 N NaOH (1 mL). The solution was stirred at room temperature for 2 hours and then heated to 60° C. for 2 hours. The so... Reported procedure: To a solution of 1.0 g (2.8 mmole) dibenzyl trans-1,4-cyclohexanedicarboxylate in 20 ml tert.-butanol (warm) is added a solution of 1.9 g potassium hydroxide in 10 ml tert.-butanol. After stirring at room temperature overnight the cloudy mixture is evaporated to remove solvent, taken up in water and acidified to pH 5.3; then, after 30 minutes, acidified to pH 5.25 with dilute hydrochloric acid. The precipitated solid is collected on a filter, redissolved in dilute sodium bicarbonate solution and... Reaction SMILES: [C@H:1]1([C:17]([O:19]CC2C=CC=CC=2)=[O:18])[CH2:6][CH2:5][C@H:4]([C:7]([O:9][CH2:10][C:11]2[CH:16]=[CH:15][CH:14]=[CH:13][CH:12]=2)=[O:8])[CH2:3][CH2:2]1.[OH-].[K+]>C(O)(C)(C)C>[CH2:10]([O:9][C:7]([C@H:4]1[CH2:5][CH2:6][C@H:1]([C:17]([OH:19])=[O:18])[CH2:2][CH2:3]1)=[O:8])[C:11]1[CH:16]=[CH:15][CH:14]=[CH:13][CH:12]=1 |f:1.2|. The reactants are [C@H]1(CC[C@H](CC1)C(=O)OCC1=CC=CC=C1)C(=O)OCC1=CC=CC=C1 (dibenzyl trans-1,4-cyclohexanedicarboxylate), [OH-].[K+] (potassium hydroxide). Run at time 8 hour. Yields the product C(C1=CC=CC=C1)OC(=O)[C@@H]1CC[C@H](CC1)C(=O)O (trans-1,4-Cyclohexanedicarboxylic acid monobenzyl ester). The solvent is C(C)(C)(C)O (tert.-butanol), C(C)(C)(C)O (tert.-butanol). Procedure details: Following the procedure for the preparation of (1R,2S)-1-[(5-bromo-3,6-diethylpyrazin-2-yl)amino]-2,3-dihydro-1H-inden-2-ol but substituting 3,6-diethyl-N-(4,5,6,7-tetrahydro-1-benzofuran-4-yl)pyrazin-2-amine and making non-critical variations provided the title compound as a oil: 1H NMR (400 MHz, CDCl3) δ 7.29, 6.03, 5.18, 4.49, 2.81, 2.65, 2.55, 2.03, 1.89, 1.23; (FAB) calcd for C16H20BrN3O+H 351.0, found 351.0. Reactants: BrC=1N=C(C(=NC1CC)N[C@H]1[C@H](CC2=CC=CC=C12)O)CC ((1R,2S)-1-[(5-bromo-3,6-diethylpyrazin-2-yl)amino]-2,3-dihydro-1H-inden-2-ol), C(C)C=1C(=NC(=CN1)CC)NC1CCCC2=C1C=CO2 (3,6-diethyl-N-(4,5,6,7-tetrahydro-1-benzofuran-4-yl)pyrazin-2-amine). As a reaction SMILES: [Br:1][C:2]1[N:3]=[C:4]([CH2:21][CH3:22])[C:5]([NH:10][C@@H:11]2[C:19]3[C:14](=[CH:15][CH:16]=[CH:17][CH:18]=3)[CH2:13][C@@H]2O)=[N:6][C:7]=1[CH2:8][CH3:9].C(C1C(NC2C3C=C[O:42]C=3CCC2)=NC(CC)=CN=1)C>>[Br:1][C:2]1[N:3]=[C:4]([CH2:21][CH3:22])[C:5]([NH:10][CH:11]2[C:19]3[CH:14]=[CH:13][O:42][C:18]=3[CH2:17][CH2:16][CH2:15]2)=[N:6][C:7]=1[CH2:8][CH3:9]. Product: BrC=1N=C(C(=NC1CC)NC1CCCC2=C1C=CO2)CC (5-bromo-3,6-diethyl-N-(4,5,6,7-tetrahydro-1-benzofuran-4-yl)pyrazin-2-amine). Starting materials: P(=O)(Cl)(Cl)Cl (phosphorus oxychloride), CN(C)C=C1CC(C=CC1=O)(C1=CC=CC=C1)C1=CC=CC=C1 (6-dimethylaminomethylene-4,4-diphenylcyclohex-2-enone), ClCCl (dichloromethane). Run at temperature 20 celsius. The product is ClC1=C(CC(C=C1)(C1=CC=CC=C1)C1=CC=CC=C1)C=O (2-chloro-5,5-diphenylcyclohexa-1,3-dienecarbaldehyde). RXN SMILES: P(Cl)(Cl)(Cl)=O.CN(C=[C:10]1[C:15](=[O:16])[CH:14]=[CH:13][C:12]([C:23]2[CH:28]=[CH:27][CH:26]=[CH:25][CH:24]=2)([C:17]2[CH:22]=[CH:21][CH:20]=[CH:19][CH:18]=2)[CH2:11]1)C.Cl[CH2:30][Cl:31]>>[Cl:31][C:30]1[CH:10]=[CH:11][C:12]([C:17]2[CH:22]=[CH:21][CH:20]=[CH:19][CH:18]=2)([C:23]2[CH:24]=[CH:25][CH:26]=[CH:27][CH:28]=2)[CH2:13][C:14]=1[CH:15]=[O:16]. Procedure: 0.193 cm3 of phosphorus oxychloride is added to a solution of 0.607 g of 6-dimethylaminomethylene-4,4-diphenylcyclohex-2-enone in 15 cm3 of dichloromethane. The mixture is heated to the reflux temperature and refluxing is maintained for about 3 hours. After cooling to a temperature in the region of 20° C., the solution is concentrated to dryness under reduced pressure (13 kPa). The residue is dissolved in 20 cm3 of tetrahydrofuran and 20 cm3 of water are added in a single portion. The mixture is... The reactants are C1(=CC=CC=C1)C(N1C(C2=C3C(C=CC=C13)=CC=C2)=S)C2=CC=CC=C2 (1-(diphenylmethyl)benz[cd]indole-2(1H)-thione), N1(C=NC=C1)CCCN (1H-imidazole-1-propanamine), mercuric acetate. Run in C(C)O (ethyl alcohol). Product: C1(=CC=CC=C1)C(N1C(C2=C3C(C=CC=C13)=CC=C2)=NCCCN2C=NC=C2)C2=CC=CC=C2 (N-[1 (Diphenylmethyl)benz[cd]indol-2(1H)-ylidene]-1H-imidazole-1 propanamine). Reaction SMILES: [C:1]1([CH:7]([C:21]2[CH:26]=[CH:25][CH:24]=[CH:23][CH:22]=2)[N:8]2[C:16]3[C:11]4[C:12](=[CH:17][CH:18]=[CH:19][C:10]=4[C:9]2=S)[CH:13]=[CH:14][CH:15]=3)[CH:6]=[CH:5][CH:4]=[CH:3][CH:2]=1.[N:27]1([CH2:32][CH2:33][CH2:34][NH2:35])[CH:31]=[CH:30][N:29]=[CH:28]1>C(O)C>[C:1]1([CH:7]([C:21]2[CH:26]=[CH:25][CH:24]=[CH:23][CH:22]=2)[N:8]2[C:16]3[C:11]4[C:12](=[CH:17][CH:18]=[CH:19][C:10]=4[C:9]2=[N:35][CH2:34][CH2:33][CH2:32][N:27]2[CH:31]=[CH:30][N:29]=[CH:28]2)[CH:13]=[CH:14][CH:15]=3)[CH:6]=[CH:5][CH:4]=[CH:3][CH:2]=1. Procedure: A mixture of 1.0 g of 1-(diphenylmethyl)benz[cd]indole-2(1H)-thione (Cd), 0.35 g of 1H-imidazole-1-propanamine, 20 ml ethyl alcohol and 0.91 g of mercuric acetate is reacted as described in Example 3, giving the desired product, mp. 142°-143° C. The product is ClC1=NC=CC(=N1)C=1C=NC=CC1 (2-chloro-4-(pyridin-3-yl)pyrimidine). The solvent is CCOCC (ether), C1CCOC1 (THF), O (water), CCCCCC (Hexane), O (water), CCOCC (ether), C1CCOC1 (THF). Starting materials: ClC1=NC=CC=N1 (2-chloropyrimidine), [OH-].[Na+] (NaOH), C(CCC)[Li] (butyllithium), BrC=1C=NC=CC1 (3-bromopyridine), ClC=1C(C(=C(C(C1Cl)=O)C#N)C#N)=O (2,3-dichloro-5,6-dicyano-1,4-benzoquinone). As a reaction SMILES: C([Li])CCC.Br[C:7]1[CH:8]=[N:9][CH:10]=[CH:11][CH:12]=1.[Cl:13][C:14]1[N:19]=[CH:18][CH:17]=[CH:16][N:15]=1.ClC1C(=O)C(C#N)=C(C#N)C(=O)C=1Cl.[OH-].[Na+]>CCOCC.C1COCC1.O.CCCCCC>[Cl:13][C:14]1[N:19]=[C:18]([C:7]2[CH:8]=[N:9][CH:10]=[CH:11][CH:12]=2)[CH:17]=[CH:16][N:15]=1 |f:4.5|. Procedure details: To a solution of butyllithium (1.6M in hexanes, 9.7 ml, 16 mmol) in 25 ml of anhydrous ether at −78° C. was added 3-bromopyridine (1.5 ml, 16 mmol) over 5 min. The resulting mixture was stirred at −75° C. for 1 h. A suspension of 2-chloropyrimidine (1.8 g, 16 mmol) in 15 ml of ether was then added in portions over 8 min. The resulting suspension was stirred for 30 min at −30° C. and allowed to warm to 0° C. for 1 h. The reaction was quenched with water (0.5 ml, 1.5 eq.) in THF (5 ml) and then 2,... Reaction conditions: temperature -75 celsius, time 1 hour. The reactants are NC1=CC(=C(C(=O)NCC2CCN(CC2)CCCNCC2=CC(=C(C=C2)Cl)Cl)C=C1Cl)OC (4-Amino-5-chloro-N-((1-(3-(3,4-dichlorobenzylamino)propyl)-piperidin-4-yl)methyl)-2-methoxybenzamide), C(C)=O (acetaldehyde), C(#N)[BH3-].[Na+] (sodium cyanoborohydride). The product is NC1=CC(=C(C(=O)NCC2CCN(CC2)CCCN(CC)CC2=CC(=C(C=C2)Cl)Cl)C=C1Cl)OC (4-amino-5-chloro-N-((1-(3-(N-(3,4-dichlorobenzyl)-N-ethylamino)propyl)-piperidin-4-yl)methyl)-2-methoxybenzamide). Reaction SMILES: [NH2:1][C:2]1[C:30]([Cl:31])=[CH:29][C:5]([C:6]([NH:8][CH2:9][CH:10]2[CH2:15][CH2:14][N:13]([CH2:16][CH2:17][CH2:18][NH:19][CH2:20][C:21]3[CH:26]=[CH:25][C:24]([Cl:27])=[C:23]([Cl:28])[CH:22]=3)[CH2:12][CH2:11]2)=[O:7])=[C:4]([O:32][CH3:33])[CH:3]=1.[CH:34](=O)[CH3:35].C([BH3-])#N.[Na+]>>[NH2:1][C:2]1[C:30]([Cl:31])=[CH:29][C:5]([C:6]([NH:8][CH2:9][CH:10]2[CH2:11][CH2:12][N:13]([CH2:16][CH2:17][CH2:18][N:19]([CH2:20][C:21]3[CH:26]=[CH:25][C:24]([Cl:27])=[C:23]([Cl:28])[CH:22]=3)[CH2:34][CH3:35])[CH2:14][CH2:15]2)=[O:7])=[C:4]([O:32][CH3:33])[CH:3]=1 |f:2.3|. Reported procedure: 4-Amino-5-chloro-N-((1-(3-(3,4-dichlorobenzylamino)propyl)-piperidin-4-yl)methyl)-2-methoxybenzamide (2.0 g) as starting compound, acetaldehyde (0.27 ml) and sodium cyanoborohydride (0.3 g) were reacted and treated in the same manner as in Example 136 to give 0.7 g of 4-amino-5-chloro-N-((1-(3-(N-(3,4-dichlorobenzyl)-N-ethylamino)propyl)-piperidin-4-yl)methyl)-2-methoxybenzamide.